Dataset: the Open Reaction Database (ORD), a public repository of structured organic reaction records. Task: describe an organic reaction: reactants, conditions, products, and yield Product: O=[N+]([O-])c1cccnc1Nc1cccc(C=Cc2cncc(C=Cc3ccncc3)c2)c1. Reactants: O=[N+]([O-])c1cccnc1Nc1cccc(C=Cc2cncc(Br)c2)c1, O=C([O-])O, CCCC[N+](CCCC)(CCCC)CCCC, CN(C)C=O, C=Cc1ccncc1, [Cl-], [Na+], CC(=O)[O-], CC(=O)[O-], [Pd+2]. As a reaction SMILES: [Br:1][c:2]1[cH:3][c:4]([CH:8]=[CH:9][c:10]2[cH:11][c:12]([NH:16][c:17]3[n:18][cH:19][cH:20][cH:21][c:22]3[N+:23](=[O:24])[O-:25])[cH:13][cH:14][cH:15]2)[cH:5][n:6][cH:7]1.[C:34](=[O:35])([OH:36])[O-:37].[CH2:40]([N+:41]([CH2:42][CH2:43][CH2:44][CH3:45])([CH2:46][CH2:47][CH2:48][CH3:49])[CH2:50][CH2:51][CH2:52][CH3:53])[CH2:54][CH2:55][CH3:56].[CH3:57][N:58]([CH3:59])[CH:60]=[O:61].[CH:26](=[CH2:27])[c:28]1[cH:29][cH:30][n:31][cH:32][cH:33]1.[Cl-:39].[Na+:38].[O-:63][C:64]([CH3:65])=[O:66].[O-:67][C:68]([CH3:69])=[O:70].[Pd+2:62]>>[c:2]1([CH:27]=[CH:26][c:28]2[cH:29][cH:30][n:31][cH:32][cH:33]2)[cH:3][c:4]([CH:8]=[CH:9][c:10]2[cH:11][c:12]([NH:16][c:17]3[n:18][cH:19][cH:20][cH:21][c:22]3[N+:23](=[O:24])[O-:25])[cH:13][cH:14][cH:15]2)[cH:5][n:6][cH:7]1. The reactants are CI, CC#N, COc1ccccc1N1CCN(CCc2n[nH]c(=O)n2CC2CCCCC2)CC1. Yields the product COc1ccccc1N1CCN(CCc2nn(C)c(=O)n2CC2CCCCC2)CC1. As a reaction SMILES: [CH3:30][I:31].[CH3:32][C:33]#[N:34].[CH:1]1([CH2:7][n:8]2[c:9](=[O:29])[nH:10][n:11][c:12]2[CH2:13][CH2:14][N:15]2[CH2:16][CH2:17][N:18]([c:21]3[c:22]([O:27][CH3:28])[cH:23][cH:24][cH:25][cH:26]3)[CH2:19][CH2:20]2)[CH2:2][CH2:3][CH2:4][CH2:5][CH2:6]1>>[CH:1]1([CH2:7][n:8]2[c:9](=[O:29])[n:10]([CH3:30])[n:11][c:12]2[CH2:13][CH2:14][N:15]2[CH2:16][CH2:17][N:18]([c:21]3[c:22]([O:27][CH3:28])[cH:23][cH:24][cH:25][cH:26]3)[CH2:19][CH2:20]2)[CH2:2][CH2:3][CH2:4][CH2:5][CH2:6]1.